This data is from the Open Reaction Database (ORD), a public repository of structured organic reaction records. The task is: describe an organic reaction: reactants, conditions, products, and yield Procedure details: The title compound was prepared in analogy to the synthesis of compound of 52.4 from 6-(1-(6-(1-ethoxyvinyl)-1H-[1,2,3]triazolo[4,5-b]pyrazin-1-yl)ethyl)-7-fluoroquinoline. 1H-NMR (400 MHz, CDCl3) δ ppm 9.44 (s, 1H), 8.93 (m, 1H), 8.13 (d, 1H), 7.94 (s, 1H) 7.79 (d, 1H), 7.41 (dd, 1H), 6.88 (q, 1H), 2.76 (s, 3H), 2.37 (d, 3H). LCMS (method B): [MH]+=337, tR=2.21 min. The product is FC1=C(C=C2C=CC=NC2=C1)C(C)N1N=NC=2C1=NC(=CN2)C(C)=O (1-(1-(1-(7-Fluoroquinolin-6-yl)ethyl)-1H-[1,2,3]triazolo[4,5-b]pyrazin-6-yl)ethanone). RXN SMILES: N1C2C(=CC(CN3C4=NC(C(=O)C)=CN=C4N=N3)=CC=2)C=CC=1.C([O:26][C:27]([C:29]1[N:34]=[C:33]2[N:35]([CH:38]([C:40]3[CH:41]=[C:42]4[C:47](=[CH:48][C:49]=3[F:50])[N:46]=[CH:45][CH:44]=[CH:43]4)[CH3:39])[N:36]=[N:37][C:32]2=[N:31][CH:30]=1)=[CH2:28])C>>[F:50][C:49]1[CH:48]=[C:47]2[C:42]([CH:43]=[CH:44][CH:45]=[N:46]2)=[CH:41][C:40]=1[CH:38]([N:35]1[C:33]2=[N:34][C:29]([C:27](=[O:26])[CH3:28])=[CH:30][N:31]=[C:32]2[N:37]=[N:36]1)[CH3:39]. Reactants: N1=CC=CC2=CC(=CC=C12)CN1N=NC=2C1=NC(=CN2)C(C)=O (1-(1-(Quinolin-6-ylmethyl)-1H-[1,2,3]triazolo[4,5-b]pyrazin-6-yl)ethanone), C(C)OC(=C)C1=CN=C2C(=N1)N(N=N2)C(C)C=2C=C1C=CC=NC1=CC2F (6-(1-(6-(1-ethoxyvinyl)-1H-[1,2,3]triazolo[4,5-b]pyrazin-1-yl)ethyl)-7-fluoroquinoline). The reactants are N1(CCOCC1)C=1N=C(NC(C1)=O)CC(=O)[O-].[Na+] (sodium [4-(morpholin-4-yl)-6-oxo-1,6-dihydropyrimidin-2-yl]acetate), FC1=C(C=C(N)C=C1)OC(F)(F)F (4-fluoro-3-(trifluoromethoxy)-aniline). The product is FC1=C(C=C(C=C1)NC(CC=1NC(C=C(N1)N1CCOCC1)=O)=O)OC(F)(F)F (N-[4-fluoro-3-(trifluoromethoxy)phenyl]-2-[4-(morpholin-4-yl)-6-oxo-1,6-dihydropyrimidin-2-yl]acetamide). Yield: 67.8%. As a reaction SMILES: [N:1]1([C:7]2[N:8]=[C:9]([CH2:14][C:15]([O-:17])=O)[NH:10][C:11](=[O:13])[CH:12]=2)[CH2:6][CH2:5][O:4][CH2:3][CH2:2]1.[Na+].[F:19][C:20]1[CH:26]=[CH:25][C:23]([NH2:24])=[CH:22][C:21]=1[O:27][C:28]([F:31])([F:30])[F:29]>>[F:19][C:20]1[CH:26]=[CH:25][C:23]([NH:24][C:15](=[O:17])[CH2:14][C:9]2[NH:10][C:11](=[O:13])[CH:12]=[C:7]([N:1]3[CH2:2][CH2:3][O:4][CH2:5][CH2:6]3)[N:8]=2)=[CH:22][C:21]=1[O:27][C:28]([F:29])([F:31])[F:30] |f:0.1|. Procedure details: The product is prepared according to the procedure described in Example 5, using 250 mg of sodium [4-(morpholin-4-yl)-6-oxo-1,6-dihydropyrimidin-2-yl]acetate and 270 mg of 4-fluoro-3-(trifluoromethoxy)-aniline in place of the 2,4-difluoroaniline. 270 mg of N-[4-fluoro-3-(trifluoromethoxy)phenyl]-2-[4-(morpholin-4-yl)-6-oxo-1,6-dihydropyrimidin-2-yl]acetamide are obtained in the form of a white solid, the characteristics of which are the following: